This data is from the Open Reaction Database (ORD), a public repository of structured organic reaction records. The task is: describe an organic reaction: reactants, conditions, products, and yield Reactants: CC1([C@@H]([C@@H]1C=C1CCC1)C(=O)Cl)C ((1R,cis) 2,2-dimethyl-3-cyclobutylidenemethyl-cyclopropane-1-carboxylic acid chloride), C1=CC=CC=C1 (benzene), CO (methanol), N1=CC=CC=C1 (pyridine), C1=CC=CC=C1 (benzene). Solvent: O (water). Conditions: temperature 20 celsius, time 8 hour. Yields the product CC1([C@@H]([C@@H]1C=C1CCC1)C(=O)OC)C (methyl (1R,cis) 2,2-dimethyl-3-cyclobutylidenemethyl-cyclopropane-1-carboxylate). Isolated yield 78.4%. As a reaction SMILES: [CH3:1][C:2]1([CH3:13])[C@@H:4]([CH:5]=[C:6]2[CH2:9][CH2:8][CH2:7]2)[C@H:3]1[C:10](Cl)=[O:11].C1C=CC=CC=1.[CH3:20][OH:21].N1C=CC=CC=1>O>[CH3:1][C:2]1([CH3:13])[C@@H:4]([CH:5]=[C:6]2[CH2:9][CH2:8][CH2:7]2)[C@H:3]1[C:10]([O:21][CH3:20])=[O:11]. Reported procedure: A mixture of 30 g of (1R,cis) 2,2-dimethyl-3-cyclobutylidenemethyl-cyclopropane-1-carboxylic acid chloride and 50 ml of benzene was added to a solution of 15 g of methanol, 15 g of pyridine and 200 ml of benzene and the mixture was stirred at 20° C. for 8 hours and was then poured into iced water. The decanted organic phase was washed with water, with a sodium bicarbonate solution, with water, with dilute hydrochloric acid and finally with water. The organic phase was dried and evaporated to dry... Reactants: Cl (HCl), [Cl-].[Al+3].[Cl-].[Cl-] (aluminum chloride), ClC1=C(C(=O)Cl)C=C(C=C1)Cl (2,5-dichlorobenzoic chloride), C1(=CC=CC=C1)OC1=CC=CC=C1 (phenyl ether), [Cl-].[Al+3].[Cl-].[Cl-] (aluminum chloride), ice water. Solvent: C(Cl)Cl (methylene chloride). Run at temperature 5 celsius. Product: ClC1=C(C(=O)C2=CC=C(C=C2)OC2=CC=CC=C2)C=C(C=C1)Cl (2,5-Dichloro-4'-phenoxybenzophenone). The yield is 73.0%. RXN SMILES: Cl.[Cl:2][C:3]1[CH:11]=[CH:10][C:9]([Cl:12])=[CH:8][C:4]=1[C:5](Cl)=[O:6].[C:13]1([O:19][C:20]2[CH:25]=[CH:24][CH:23]=[CH:22][CH:21]=2)[CH:18]=[CH:17][CH:16]=[CH:15][CH:14]=1.[Cl-].[Al+3].[Cl-].[Cl-]>C(Cl)Cl>[Cl:2][C:3]1[CH:11]=[CH:10][C:9]([Cl:12])=[CH:8][C:4]=1[C:5]([C:23]1[CH:24]=[CH:25][C:20]([O:19][C:13]2[CH:18]=[CH:17][CH:16]=[CH:15][CH:14]=2)=[CH:21][CH:22]=1)=[O:6] |f:3.4.5.6|. Procedure: To a 22 L open-mouth round bottom flask fitted with a three-necked flange head, a mechanical stirrer, a nitrogen inlet and an outlet connected to a HCl scrubbing tower was added 2,5-dichlorobenzoic chloride (4500 g, 21.5 mol) and phenyl ether (5489 g, 32.3 mol). The solution was cooled in ice to 5° C. under stirring and aluminum chloride (3700 g, 7.8 mol) was added slowly. After about 300 g aluminum chloride was added, the solution started to foam violently. The rest was added carefully over abo... Starting materials: CC1=NC(=NC2=CC=CC=C12)C1=CC=CC=C1 (4-methyl-2-phenylquinazoline), BrN1C(CCC1=O)=O (N-bromosuccinimide), C(C1=CC=CC=C1)(=O)OOC(C1=CC=CC=C1)=O (benzoyl peroxide). Solvent: C(Cl)(Cl)(Cl)Cl (carbon tetrachloride). Yields the product BrCC1=NC(=NC2=CC=CC=C12)C1=CC=CC=C1 (4-Bromomethyl-2-phenylquinazoline). Isolated yield 54.0%. RXN SMILES: [CH3:1][C:2]1[C:11]2[C:6](=[CH:7][CH:8]=[CH:9][CH:10]=2)[N:5]=[C:4]([C:12]2[CH:17]=[CH:16][CH:15]=[CH:14][CH:13]=2)[N:3]=1.[Br:18]N1C(=O)CCC1=O.C(OOC(=O)C1C=CC=CC=1)(=O)C1C=CC=CC=1>C(Cl)(Cl)(Cl)Cl>[Br:18][CH2:1][C:2]1[C:11]2[C:6](=[CH:7][CH:8]=[CH:9][CH:10]=2)[N:5]=[C:4]([C:12]2[CH:17]=[CH:16][CH:15]=[CH:14][CH:13]=2)[N:3]=1. Procedure: A mixture of 4-methyl-2-phenylquinazoline (15 g), N-bromosuccinimide (13.3 g) and benzoyl peroxide (1.65 g) in carbon tetrachloride (150 cc) is brought for 3 hours to 90° C. The mixture is filtered, the filtrate evaporated and the residue chromatographed on silica gel with a cyclohexane/ethyl acetate (9:1 by volume) mixture as eluant. 4-Bromomethyl-2-phenylquinazoline (11 g), m.p. 110° C., is obtained. The reactants are Cl(=O)(=O)[O-] (chlorate), Cl(=O)(=O)[O-] (chlorate), N1=C(C=CC2=CC=CC=C12)C(=O)[O-].[Cu+2].N1=C(C=CC2=CC=CC=C12)C(=O)[O-] (copper quinolinate). Reaction conditions: time 11 hour. Product: [Cu] (copper), N1=C(C(=CC=C1)C(=O)O)C(=O)O (pyridine-2,3-dicarboxylic acid). As a reaction SMILES: Cl([O-])(=O)=O.[N:5]1[C:14]2[C:9](=CC=CC=2)[CH:8]=[CH:7][C:6]=1[C:15]([O-:17])=[O:16].[Cu+2:18].N1C2C(=CC=CC=2)C=CC=1[C:29]([O-:31])=[O:30]>>[Cu:18].[N:5]1[CH:14]=[CH:9][CH:8]=[C:7]([C:29]([OH:31])=[O:30])[C:6]=1[C:15]([OH:17])=[O:16] |f:1.2.3|. Reported procedure: In another example of a preferred embodiment of the process, a sodium chlorate solution is added in small increments to a mixture of the other components, including copper oxide, which has been previously mixed and heated to reaction temperature (99°-101° C.). The acid concentration in the mixture is about 5 equivalents of acid per liter. The total chlorate addition will provide a chlorate molar excess of about 18% relative to the quinoline present. An exotherm becomes apparent after 6-8% of the...